From a dataset of the Open Reaction Database (ORD), a public repository of structured organic reaction records. describe an organic reaction: reactants, conditions, products, and yield The reactants are CC(C)c1ccc2c(Nc3cc(C(=O)NC(C)c4ccccc4)ccc3Sc3ccc(NC(=O)OC(C)(C)C)cc3)ncnc2n1, CC(C)c1ccc2c(Nc3cc(C(=O)NC(CF)c4ccccc4)ccc3Sc3ccc(NC(=O)OC(C)(C)C)cc3)ncnc2n1. Product: CC(C)c1ccc2c(Nc3cc(C(=O)NC(CF)c4ccccc4)ccc3Sc3ccc(N)cc3)ncnc2n1. RXN SMILES: [C:48]([O:49][C:50](=[O:51])[NH:52][c:53]1[cH:54][cH:55][c:56]([S:57][c:58]2[cH:59][cH:60][c:61]([C:62](=[O:63])[NH:64][CH:65]([c:66]3[cH:67][cH:68][cH:69][cH:70][cH:71]3)[CH3:72])[cH:73][c:74]2[NH:75][c:76]2[c:77]3[cH:78][cH:79][c:80]([CH:81]([CH3:82])[CH3:83])[n:84][c:85]3[n:86][cH:87][n:88]2)[cH:89][cH:90]1)([CH3:91])([CH3:92])[CH3:93].[F:1][CH2:2][CH:3]([c:4]1[cH:5][cH:6][cH:7][cH:8][cH:9]1)[NH:10][C:11](=[O:12])[c:13]1[cH:14][c:15]([NH:34][c:35]2[c:36]3[c:37]([n:38][cH:39][n:40]2)[n:41][c:42]([CH:45]([CH3:46])[CH3:47])[cH:43][cH:44]3)[c:16]([S:19][c:20]2[cH:21][cH:22][c:23]([NH:26][C:27](=[O:28])[O:29][C:30]([CH3:31])([CH3:32])[CH3:33])[cH:24][cH:25]2)[cH:17][cH:18]1>>[F:1][CH2:2][CH:3]([c:4]1[cH:5][cH:6][cH:7][cH:8][cH:9]1)[NH:10][C:11](=[O:12])[c:13]1[cH:14][c:15]([NH:34][c:35]2[c:36]3[c:37]([n:38][cH:39][n:40]2)[n:41][c:42]([CH:45]([CH3:46])[CH3:47])[cH:43][cH:44]3)[c:16]([S:19][c:20]2[cH:21][cH:22][c:23]([NH2:26])[cH:24][cH:25]2)[cH:17][cH:18]1. The reactants are CCCCCC(Br)c1ccc(CC(C)C)cc1, CCOC(C)=O, CCN(C(C)C)C(C)C, ClCCl, CCOC(=O)CCCc1cc(C(=O)c2cccc(N)c2)c2ccccn12, O. Product: CCCCCC(Nc1cccc(C(=O)c2cc(CCCC(=O)OCC)n3ccccc23)c1)c1ccc(CC(C)C)cc1. RXN SMILES: [Br:27][CH:28]([CH2:29][CH2:30][CH2:31][CH2:32][CH3:33])[c:34]1[cH:35][cH:36][c:37]([CH2:40][CH:41]([CH3:42])[CH3:43])[cH:38][cH:39]1.[CH3:53][CH2:54][O:55][C:56](=[O:57])[CH3:58].[CH:44]([N:45]([CH:46]([CH3:47])[CH3:48])[CH2:49][CH3:50])([CH3:51])[CH3:52].[Cl:59][CH2:60][Cl:61].[NH2:1][c:2]1[cH:3][c:4]([C:5](=[O:6])[c:7]2[cH:8][c:9]([CH2:16][CH2:17][CH2:18][C:19](=[O:20])[O:21][CH2:22][CH3:23])[n:10]3[cH:11][cH:12][cH:13][cH:14][c:15]23)[cH:24][cH:25][cH:26]1.[OH2:62]>>[NH:1]([c:2]1[cH:3][c:4]([C:5](=[O:6])[c:7]2[cH:8][c:9]([CH2:16][CH2:17][CH2:18][C:19](=[O:20])[O:21][CH2:22][CH3:23])[n:10]3[cH:11][cH:12][cH:13][cH:14][c:15]23)[cH:24][cH:25][cH:26]1)[CH:28]([CH2:29][CH2:30][CH2:31][CH2:32][CH3:33])[c:34]1[cH:35][cH:36][c:37]([CH2:40][CH:41]([CH3:42])[CH3:43])[cH:38][cH:39]1. The solvent is N1=CC=CC=C1 (pyridine). Conditions: time 45 minute. The product is N(O)=C(C)C1=CC=2SC3=CC=CC=C3OC2C=C1 (2-(1-Hydroximinoethyl)phenoxathiin). Starting materials: C(C)(=O)C1=CC=2SC3=CC=CC=C3OC2C=C1 (2-acetylphenoxathiin), Cl.NO (hydroxylamine hydrochloride), C(C)O (ethanol). The yield is 90.4%. RXN SMILES: [C:1]([C:4]1[CH:17]=[CH:16][C:15]2[O:14][C:13]3[C:8](=[CH:9][CH:10]=[CH:11][CH:12]=3)[S:7][C:6]=2[CH:5]=1)(=O)[CH3:2].Cl.[NH2:19][OH:20].C(O)C>N1C=CC=CC=1>[N:19](=[C:1]([C:4]1[CH:17]=[CH:16][C:15]2[O:14][C:13]3[C:8](=[CH:9][CH:10]=[CH:11][CH:12]=3)[S:7][C:6]=2[CH:5]=1)[CH3:2])[OH:20] |f:1.2|. Procedure details: A mixture of 2-acetylphenoxathiin (J.A.C.S. 1936, 58, 717) (484 mg, 2 mmol), hydroxylamine hydrochloride (556 mg, 8 mmol), ethanol (8 mL) and pyridine (4 mL) was stirred at room temperature for 45 minutes. The ethanol was evaporated and the residue triturated with water until a solid was obtained. Filtration afforded the title oxime (465 mg) as a cream-colored solid, m.p.: 143°-148° C. Reported procedure: To a solution of (1S, 9S) 6,10-dioxo-octahydro-9-(3-phenyl-propionylamino)-6H-pyridazino[1,2-a][1,2]diazepine-1-carboxylic acid (45a) (662 mg; 1.773 mmol) in dry dichloromethane (9 ml) and dry dimethyl formamide (3 ml) at room temperature was added bis(triphenylphosphine)palladium chloride (30 mg) and (3S, 2RS)-3-allyloxycarbonylamino-2-benzyloxy-5-oxotetrahydrofuran (Chapman, Biorg. Med. Chem. Lett., 2, pp. 613-18 (1992)) (568 mg; 1.95 mmol) followed by dropwise addition of tri-n-butyltin hydri... The reactants are O=C1N2N(C([C@H](CC1)NC(CCC1=CC=CC=C1)=O)=O)[C@@H](CCC2)C(=O)O ((1S, 9S) 6,10-Dioxo-octahydro-9-(3-phenylpropionylamino)-6H-pyridazino[1,2-a][1,2]diazepine-1-carboxylic acid), C(C=C)OC(=O)N[C@@H]1C(OC(C1)=O)OCC1=CC=CC=C1 ((3S, 2RS)-3-allyloxycarbonylamino-2-benzyloxy-5-oxotetrahydrofuran), ON1N=NC2=C1C=CC=C2 (1-Hydroxy-benzotriazole), Cl.CN(CCCN=C=NCC)C (1-(3-dimethylaminopropyl)-3-ethylcarbodiimide hydrochloride), C(CCC)[SnH](CCCC)CCCC (tri-n-butyltin hydride). Solvent: C(C)(=O)OCC (ethyl acetate), ClCCl (dichloromethane), CN(C=O)C (dimethyl formamide). As a reaction SMILES: [O:1]=[C:2]1[CH2:8][CH2:7][C@H:6]([NH:9][C:10](=[O:19])[CH2:11][CH2:12][C:13]2[CH:18]=[CH:17][CH:16]=[CH:15][CH:14]=2)[C:5](=[O:20])[N:4]2[C@H:21]([C:25](O)=[O:26])[CH2:22][CH2:23][CH2:24][N:3]12.C(OC([NH:34][C@H:35]1[CH2:39][C:38](=[O:40])[O:37][CH:36]1[O:41][CH2:42][C:43]1[CH:48]=[CH:47][CH:46]=[CH:45][CH:44]=1)=O)C=C.C([SnH](CCCC)CCCC)CCC.ON1C2C=CC=CC=2N=N1.Cl.CN(C)CCCN=C=NCC>ClCCl.CN(C)C=O.C(OCC)(=O)C.Cl[Pd](Cl)([P](C1C=CC=CC=1)(C1C=CC=CC=1)C1C=CC=CC=1)[P](C1C=CC=CC=1)(C1C=CC=CC=1)C1C=CC=CC=1>[CH2:42]([O:41][CH:36]1[CH:35]([NH:34][C:25]([CH:21]2[N:4]3[C:5](=[O:20])[CH:6]([NH:9][C:10](=[O:19])[CH2:11][CH2:12][C:13]4[CH:14]=[CH:15][CH:16]=[CH:17][CH:18]=4)[CH2:7][CH2:8][C:2](=[O:1])[N:3]3[CH2:24][CH2:23][CH2:22]2)=[O:26])[CH2:39][C:38](=[O:40])[O:37]1)[C:43]1[CH:44]=[CH:45][CH:46]=[CH:47][CH:48]=1 |f:4.5,^1:100,119|. Yields the product C(C1=CC=CC=C1)OC1OC(CC1NC(=O)C1CCCN2N1C(C(CCC2=O)NC(CCC2=CC=CC=C2)=O)=O)=O (N-(2-Benzyloxy-5-oxotetrahydrofuran-3-yl)-6,10-dioxo-octahydro-9-(3-phenylpropionylamino)-6H-pyridazino[1,2-a][1,2]diazepine-1-carboxamide). Conditions: time 3.25 hour. Reagents/catalysts: Cl[Pd]([P](C1=CC=CC=C1)(C2=CC=CC=C2)C3=CC=CC=C3)([P](C4=CC=CC=C4)(C5=CC=CC=C5)C6=CC=CC=C6)Cl (bis(triphenylphosphine)palladium chloride). Isolated yield 81.0%. Reactants: [N+](=O)([O-])C1=CC=CC=2OC(OC21)(C(F)(F)F)C(C(F)(F)F)Cl (4-nitro-2-(1-chloro-2,2,2-trifluoroethyl)-2-trifluoromethyl-1,3-benzodioxole). The reagents and catalysts are [Pd] (palladium-on-charcoal). Solvent: O1CCCC1 (tetrahydrofuran), [H][H] (hydrogen). The product is NC1=CC=CC=2OC(OC21)(C(F)(F)F)C(C(F)(F)F)Cl (4-Amino-2-(1-chloro-2,2,2-trifluoroethyl)-2-trifluoromethyl-1,3-benzodioxole). As a reaction SMILES: [N+:1]([C:4]1[C:12]2[O:11][C:10]([CH:17]([Cl:22])[C:18]([F:21])([F:20])[F:19])([C:13]([F:16])([F:15])[F:14])[O:9][C:8]=2[CH:7]=[CH:6][CH:5]=1)([O-])=O>O1CCCC1.[H][H].[Pd]>[NH2:1][C:4]1[C:12]2[O:11][C:10]([CH:17]([Cl:22])[C:18]([F:21])([F:19])[F:20])([C:13]([F:14])([F:15])[F:16])[O:9][C:8]=2[CH:7]=[CH:6][CH:5]=1. Reported procedure: 84 g of 4-nitro-2-(1-chloro-2,2,2-trifluoroethyl)-2-trifluoromethyl-1,3-benzodioxole from Example 7 were dissolved in 500 ml of tetrahydrofuran and hydrogenated with 15-20 bar of hydrogen for 5 hours at room temperature on 5 g of palladium-on-charcoal (5%). The mixture was then filtered and the filtrate was concentrated and distilled under vacuum. The yield was 31 g (40% of theory) and the boiling point was 70° C. at 0.1 mbar. The NMR spectra showed the following characteristic absorptions: 19F ... Reactants: C#C[Sn](CCCC)(CCCC)CCCC, COC(=O)c1cc(I)c(C(F)(F)F)cc1N, C1COCCO1. Yields the product C#Cc1cc(C(=O)OC)c(N)cc1C(F)(F)F. RXN SMILES: [CH2:17]([CH2:18][CH2:30][CH3:31])[Sn:19]([CH2:20][CH2:21][CH2:22][CH3:23])([CH2:24][CH2:25][CH2:26][CH3:27])[C:28]#[CH:29].[CH3:1][O:2][C:3]([c:4]1[c:5]([NH2:15])[cH:6][c:7]([C:11]([F:12])([F:13])[F:14])[c:8]([I:10])[cH:9]1)=[O:16].[O:32]1[CH2:33][CH2:34][O:35][CH2:36][CH2:37]1>>[CH3:1][O:2][C:3]([c:4]1[c:5]([NH2:15])[cH:6][c:7]([C:11]([F:12])([F:13])[F:14])[c:8]([C:17]#[CH:18])[cH:9]1)=[O:16]. Reactants: O=C([O-])O, [Cl-], CC(Nc1nc2cccc([N+](=O)[O-])c2s1)c1ccccc1, [Na+], CN(C)C=O, O, O. Yields the product CC(Nc1nc2cccc(N)c2s1)c1ccccc1. As a reaction SMILES: [C:25](=[O:26])([OH:27])[O-:28].[Cl-:24].[N+:1]([O-:2])(=[O:3])[c:4]1[cH:5][cH:6][cH:7][c:8]2[n:9][c:10]([NH:13][CH:14]([CH3:15])[c:16]3[cH:17][cH:18][cH:19][cH:20][cH:21]3)[s:11][c:12]12.[Na+:29].[O:30]=[CH:31][N:32]([CH3:33])[CH3:34].[OH2:22].[OH2:23]>>[NH2:1][c:4]1[cH:5][cH:6][cH:7][c:8]2[n:9][c:10]([NH:13][CH:14]([CH3:15])[c:16]3[cH:17][cH:18][cH:19][cH:20][cH:21]3)[s:11][c:12]12. Reactants: CI (Methyl iodide), C1(CC(CCCC1)=O)=O (Cycloheptan-1,3-dione), [H-].[Na+] (Sodium hydride), C(=S)=S (Carbon disulphide), BrCC#N (bromoacetonitrile). Run in O (water), CN(C)C=O (DMF). Run at temperature 0 celsius, time 30 minute. Yields the product C(#N)C=1SC(=C2C1CCCCC2=O)SC (1-Cyano-3-methylthio-4-oxo-5,6,7,8-tetrahydro-4H-cyclohepta[c]thiophene). Isolated yield 29.5%. Reaction SMILES: [C:1]1(=[O:9])[CH2:7][CH2:6][CH2:5][CH2:4][C:3](=O)[CH2:2]1.[H-].[Na+].[C:12](=[S:14])=[S:13].[CH3:15]I.Br[CH2:18][C:19]#[N:20]>CN(C=O)C.O>[C:19]([C:18]1[S:13][C:12]([S:14][CH3:15])=[C:2]2[C:1](=[O:9])[CH2:7][CH2:6][CH2:5][CH2:4][C:3]=12)#[N:20] |f:1.2|. Procedure details: Cycloheptan-1,3-dione (0.5 g, 4 mmol) was dissolved in DMF (10 mL) and cooled to 0° C. Sodium hydride (0.48 g of 60% dispersion in oil, 12 mmol) was added and the suspension stirred at 0-5° C. for 30 min. Carbon disulphide (0.45 g, 6 mmol) was added in one portion and the solution was stirred at 0-5° C. for 30 min. Methyl iodide (0.66 g, 4.4 mmol) was added in one portion and the mixture stirred at room temperature for 30 min. After cooling to 0-5° C., bromoacetonitrile (0.27 mL, 4.4 mmol) was a...